Dataset: the Open Reaction Database (ORD), a public repository of structured organic reaction records. Task: describe an organic reaction: reactants, conditions, products, and yield Starting materials: C12C(C(C(CC1)C2)=O)=O (bicyclo[2.2.1]heptane-2,3-dione), COP(OC)(=O)CC(=O)C=1C=NN(C1C1CC1)C(C)(C)C ([2-(1-tert-Butyl-5-cyclopropyl-1H-pyrazol-4-yl)-2-oxo-ethyl]-phosphonic acid dimethyl ester), O.NN (hydrazine monohydrate). Product: C(C)(C)(C)N1N=CC(=C1C1CC1)C1=NN=C2C3CCC(C2=C1)C3 ((1SR,8RS)-5-(1-tert-Butyl-5-cyclopropyl-1H-pyrazol-4-yl)-3,4-diaza-tricyclo[6.2.1.02,7]undeca-2,4,6-triene). As a reaction SMILES: [CH:1]12[CH2:7][CH:4]([CH2:5][CH2:6]1)[C:3](=O)[C:2]2=O.COP([CH2:16][C:17]([C:19]1[CH:20]=[N:21][N:22]([C:27]([CH3:30])([CH3:29])[CH3:28])[C:23]=1[CH:24]1[CH2:26][CH2:25]1)=O)(=O)OC.O.[NH2:32][NH2:33]>>[C:27]([N:22]1[C:23]([CH:24]2[CH2:26][CH2:25]2)=[C:19]([C:17]2[CH:16]=[C:3]3[C:2]([CH:1]4[CH2:7][CH:4]3[CH2:5][CH2:6]4)=[N:33][N:32]=2)[CH:20]=[N:21]1)([CH3:30])([CH3:29])[CH3:28] |f:2.3|. Procedure: off-white solid. MS (ESI): 309.1 (MH+). Prepared from bicyclo[2.2.1]heptane-2,3-dione, [2-(1-tert-Butyl-5-cyclopropyl-1H-pyrazol-4-yl)-2-oxo-ethyl]-phosphonic acid dimethyl ester, hydrazine monohydrate. Starting materials: C(C1=CC=CC=C1)OC(=O)N1CC(C1)C(NC1=C(C=CC=C1)I)=O (3-(2-iodo-phenylcarbamoyl)-azetidine-1-carboxylic acid benzyl ester), C(=O)([O-])[O-].[Cs+].[Cs+] (Cs2CO3), N1=CC=CC2=CC=C3C=CC=NC3=C12 (1,10-phenanthroline), C(=O)(O)[O-].[Na+] (NaHCO3). The solvent is COCCOC (DME), O (H2O). Product: C(C1=CC=CC=C1)OC(=O)N1CC(C1)C=1OC2=C(N1)C=CC=C2 (3-Benzooxazol-2-yl-azetidine-1-carboxylic acid benzyl ester). Reagents/catalysts: [Cu]I (CuI), Cl (HCl). Run at temperature 90 celsius. RXN SMILES: [CH2:1]([O:8][C:9]([N:11]1[CH2:14][CH:13]([C:15](=[O:24])[NH:16][C:17]2[CH:22]=[CH:21][CH:20]=[CH:19][C:18]=2I)[CH2:12]1)=[O:10])[C:2]1[CH:7]=[CH:6][CH:5]=[CH:4][CH:3]=1.C([O-])([O-])=O.[Cs+].[Cs+].N1C2C(=CC=C3C=2N=CC=C3)C=CC=1.C([O-])(O)=O.[Na+]>COCCOC.Cl.[Cu]I.O>[CH2:1]([O:8][C:9]([N:11]1[CH2:14][CH:13]([C:15]2[O:24][C:18]3[CH:19]=[CH:20][CH:21]=[CH:22][C:17]=3[N:16]=2)[CH2:12]1)=[O:10])[C:2]1[CH:7]=[CH:6][CH:5]=[CH:4][CH:3]=1 |f:1.2.3,5.6|. Procedure: To 195 mg (0.45 mmol) 3-(2-iodo-phenylcarbamoyl)-azetidine-1-carboxylic acid benzyl ester in 4.5 mL DME in a sealed tube under nitrogen were added 291 mg (0.89 mmol) Cs2CO3, 8.1 mg (44.6 μmol) 1,10-phenanthroline, 4.3 mg (22.3 μmol) CuI, and the mixture was heated at 90° C. for 16 hours. After cooling to room temperature, 5 mL H2O was added followed by 4 drops 1 M HCl, 5 mL NaHCO3 and the mixture was extracted with DCM (3×10 mL). The organic layers were combined and dried with Na2SO4. After filt... The reactants are C, Nc1cccc([N+](=O)[O-])c1C=O, [Pd]. The product is Nc1cccc(N)c1C=O. RXN SMILES: [C:13].[NH2:1][c:2]1[c:3]([CH:4]=[O:5])[c:6]([N+:10]([O-:11])=[O:12])[cH:7][cH:8][cH:9]1.[Pd:14]>>[NH2:1][c:2]1[c:3]([CH:4]=[O:5])[c:6]([NH2:10])[cH:7][cH:8][cH:9]1. The reactants are BrC=1SC(=CC1)Br (2,5-dibromothiophene), C(C)Br (ethyl bromide), Grignard Reagent, [Mg] (magnesium), C[C@@H]1OCCC(C1)=O ((2S)-2-methyltetrahydropyran-4-one), [Cl-].[NH4+] (ammonium chloride). Run in C1CCOC1 (THF), C(C)OCC (diethyl ether), C1CCOC1 (THF). Run at temperature 40 celsius, time 16 hour. Product: BrC1=CC=C(S1)[C@@]1(C[C@@H](OCC1)C)O ((2S,4R)-4-(5-bromothien-2-yl)-4-hydroxy-2-methyltetrahydropyran). The yield is 19.0%. As a reaction SMILES: [Br:1][C:2]1[S:3][C:4](Br)=[CH:5][CH:6]=1.C(Br)C.[Mg].[CH3:12][C@H:13]1[CH2:18][C:17](=[O:19])[CH2:16][CH2:15][O:14]1.[Cl-].[NH4+]>C1COCC1.C(OCC)C>[Br:1][C:2]1[S:3][C:4]([C@@:17]2([OH:19])[CH2:16][CH2:15][O:14][C@@H:13]([CH3:12])[CH2:18]2)=[CH:5][CH:6]=1 |f:4.5|. Procedure: A solution of a mixture of 2,5-dibromothiophene (1.9 g) and ethyl bromide (2.56 g) in THF (6 ml) was added dropwise to a stirred suspension of magnesium (0.29 g) in diethyl ether (3 ml) and the mixture was warmed gently to promote the formation of a Grignard Reagent. The mixture was heated to 40° C. for 1 hour. The mixture was cooled in an ice-bath and a solution of (2S)-2-methyltetrahydropyran-4-one [European Patent Application No. 0385662 (Example 20 thereof); 0.61 g] in THF (5 ml) was added d... Procedure details: B26 was prepared following the procedure reported for B4 using A1 and rac-2-benzylpyrrolidine. It was obtained as a white crystalline solid; yield: 160 mg (42%). 1H NMR (300 MHz, d6-DMSO, 300K) δ 1.67-1.92 (m, 4H), 2.57-2.77 (m, 1H), 3.03-3.21 (m, 1H), 3.42-3.62 (m, 2H), 4.20 (2 s, 2H), 4.28-4.48 (m, 1H), 6.88 (bs, 2H), 6.93-7.08 (m, 1H), 7.12-7.38 (m, 6H), 7.58 and 7.71 (2 m, 1H), 7.82-8.01 (m, 1H), 8.23 and 8.30 (2 s, 1H), 9.66 (bs, 1H). MS (ES) C21H24N6O2S requires: 424. found: 425 (M+H)+. Product: C(C1=CC=CC=C1)C1N(CCC1)C1=NC(=NC=N1)NC=1C=C(C=CC1)CS(=O)(=O)N (rac-3-[(4-(2-Benzylpyrrolidin-1-yl)-1,3,5-triazin-2-yl)amino]-benzenemethanesulfonamide). Reactants: COCC1N(CCCC1)C1=NC(=NC=N1)NC=1C=C(C=CC1)CS(=O)(=O)N (rac-3-[(4-(2-Methoxymethylpiperidin-1-yl)-1,3,5-triazin-2-yl)amino]-benzenemethanesulfonamide), ClC1=NC(=NC=N1)NC=1C=C(C=CC1)CS(=O)(=O)N (3-[(4-Chloro-1,3,5-triazin-2-yl)amino]benzenemethanesulfonamide), C(C1=CC=CC=C1)C1NCCC1 (rac-2-benzylpyrrolidine). Reaction SMILES: COCC1CCCCN1C1N=CN=C(NC2C=C(CS(N)(=O)=O)C=CC=2)N=1.Cl[C:29]1[N:34]=[CH:33][N:32]=[C:31]([NH:35][C:36]2[CH:37]=[C:38]([CH2:42][S:43]([NH2:46])(=[O:45])=[O:44])[CH:39]=[CH:40][CH:41]=2)[N:30]=1.[CH2:47]([CH:54]1[CH2:58][CH2:57][CH2:56][NH:55]1)[C:48]1[CH:53]=[CH:52][CH:51]=[CH:50][CH:49]=1>>[CH2:47]([CH:54]1[CH2:58][CH2:57][CH2:56][N:55]1[C:29]1[N:34]=[CH:33][N:32]=[C:31]([NH:35][C:36]2[CH:37]=[C:38]([CH2:42][S:43]([NH2:46])(=[O:45])=[O:44])[CH:39]=[CH:40][CH:41]=2)[N:30]=1)[C:48]1[CH:53]=[CH:52][CH:51]=[CH:50][CH:49]=1. Reactants: [H-].[Na+] (sodium hydride), O (water), C(C1=CC=CC=C1)Br (benzyl bromide), C(C)(=O)C1=C(C=C(C(=C1)C(C)=O)O)NC=O (N-[2,4-diacetyl-5-hydroxyphenyl]formamide), CN(C=O)C (dimethylformamide). Run at time 30 minute. Yields the product C(C)(=O)C=1C=C2C(C=CN(C2=CC1O)CC1=CC=CC=C1)=O (6-Acetyl-7-hydroxy-1-phenylmethyl-4(1H)-quinolinone). RXN SMILES: [H-].[Na+].[C:3]([C:6]1[CH:11]=[C:10]([C:12](=[O:14])[CH3:13])[C:9]([OH:15])=[CH:8][C:7]=1[NH:16][CH:17]=O)(=[O:5])[CH3:4].C(Br)[C:20]1[CH:25]=[CH:24][CH:23]=[CH:22][CH:21]=1.O.[CH3:28]N(C)C=O>>[C:12]([C:10]1[CH:11]=[C:6]2[C:7](=[CH:8][C:9]=1[OH:15])[N:16]([CH2:17][C:20]1[CH:25]=[CH:24][CH:23]=[CH:22][CH:21]=1)[CH:28]=[CH:4][C:3]2=[O:5])(=[O:14])[CH3:13] |f:0.1|. Procedure details: A suspension of pre-washed sodium hydride (0.87 g, 0.036 mmol) was stirred at 0° in dry dimethylformamide under nitrogen while N-[2,4-diacetyl-5-hydroxyphenyl]formamide (4.0 g, 18 mmol) was added in small portions. After the addition was complete the mixture was allowed to stir at 0° for 30 minutes, then benzyl bromide (3.lg, 18 mmol) was added all at once. The mixture was stirred for 6 hours during which time the temperature was allowed to rise to 10°. The dark brown solution was poured into a ... Reactants: CC1(C)C2CCC1(CS(=O)(=O)O)C(=O)C2, CC(C)O, CNC(=O)c1cccc(F)c1Nc1nc(Cl)ncc1Cl, Nc1ccc2c(c1)OCCCN2C(=O)CN1CCCC1. Yields the product CNC(=O)c1cccc(F)c1Nc1nc(Nc2ccc3c(c2)OCCCN3C(=O)CN2CCCC2)ncc1Cl. RXN SMILES: [C:41]12([CH2:42][S:43]([OH:44])(=[O:45])=[O:46])[C:47]([CH3:48])([CH3:49])[CH:50]([CH2:51][CH2:52]1)[CH2:53][C:54]2=[O:55].[CH:56]([OH:57])([CH3:58])[CH3:59].[Cl:21][c:22]1[n:23][cH:24][c:25]([Cl:40])[c:26]([NH:28][c:29]2[c:30]([C:31](=[O:32])[NH:33][CH3:34])[cH:35][cH:36][cH:37][c:38]2[F:39])[n:27]1.[NH2:1][c:2]1[cH:3][c:4]2[c:5]([cH:19][cH:20]1)[N:6]([C:11]([CH2:12][N:13]1[CH2:14][CH2:15][CH2:16][CH2:17]1)=[O:18])[CH2:7][CH2:8][CH2:9][O:10]2>>[NH:1]([c:2]1[cH:3][c:4]2[c:5]([cH:19][cH:20]1)[N:6]([C:11]([CH2:12][N:13]1[CH2:14][CH2:15][CH2:16][CH2:17]1)=[O:18])[CH2:7][CH2:8][CH2:9][O:10]2)[c:22]1[n:23][cH:24][c:25]([Cl:40])[c:26]([NH:28][c:29]2[c:30]([C:31](=[O:32])[NH:33][CH3:34])[cH:35][cH:36][cH:37][c:38]2[F:39])[n:27]1. Starting materials: COc1ccc(-n2nc(N)cc2-c2ccc(SC)cc2)cc1C#N, CC(=O)O, [Cl-], Cl, O=N[O-], [Na+], O. Yields the product COc1ccc(-n2nc(Cl)cc2-c2ccc(SC)cc2)cc1C#N. Reaction SMILES: [C:5](#[N:6])[c:7]1[cH:8][c:9](-[n:15]2[n:16][c:17]([NH2:28])[cH:18][c:19]2-[c:20]2[cH:21][cH:22][c:23]([S:26][CH3:27])[cH:24][cH:25]2)[cH:10][cH:11][c:12]1[O:13][CH3:14].[CH3:32][C:33](=[O:34])[OH:35].[Cl-:30].[ClH:29].[N:1]([O-:2])=[O:3].[Na+:4].[OH2:31]>>[C:5](#[N:6])[c:7]1[cH:8][c:9](-[n:15]2[n:16][c:17]([Cl:29])[cH:18][c:19]2-[c:20]2[cH:21][cH:22][c:23]([S:26][CH3:27])[cH:24][cH:25]2)[cH:10][cH:11][c:12]1[O:13][CH3:14]. Starting materials: [BH4-].[Na+] (Sodium borohydride), NC1=C(C=C(C=C1)Br)C(=O)C1=CC=CC=C1 ((2-Amino-5-bromo-phenyl)-phenyl-methanone), O (Water). The solvent is CO (methanol). Run at time 8 hour. Product: NC1=C(C=C(C=C1)Br)C(O)C1=CC=CC=C1 ((2-Amino-5-bromo-phenyl)-phenyl-methanol). RXN SMILES: [NH2:1][C:2]1[CH:7]=[CH:6][C:5]([Br:8])=[CH:4][C:3]=1[C:9]([C:11]1[CH:16]=[CH:15][CH:14]=[CH:13][CH:12]=1)=[O:10].[BH4-].[Na+].O>CO>[NH2:1][C:2]1[CH:7]=[CH:6][C:5]([Br:8])=[CH:4][C:3]=1[CH:9]([C:11]1[CH:12]=[CH:13][CH:14]=[CH:15][CH:16]=1)[OH:10] |f:1.2|. Procedure: (2-Amino-5-bromo-phenyl)-phenyl-methanone (4.00 g, 14.49 mmol) is dissolved in methanol (50 mL). Sodium borohydride (0.55 g, 14.49 mmol) is added in small portions over 45 minutes. The reaction mixture is stirred at room temperature overnight. Water (10 mL) is added and the mixture stirred at room temperature for 15 minutes. The solvent is removed and the residue purified by column chromatography on silica gel using a petrol ether/ethylacetate gradient. This affords the desired compound as a whi... Starting materials: CC1=C(CNC=2C=C3C(NC(=NC3=CC2)N2N=CC(=C2)C(=O)OCC)=O)C(=CC=C1)C (ethyl 1-(6-((2,6-dimethylbenzyl)amino)-4-oxo-3,4-dihydroquinazolin-2-yl)-1H-pyrazole-4-carboxylate), C(C)NCC (diethylamine). The product is CC1=C(CNC=2C=C3C(=NC(=NC3=CC2)N2N=CC(=C2)C(=O)O)N(CC)CC)C(=CC=C1)C (1-(6-((2,6-Dimethylbenzyl)amino)-4-(diethylamino)quinazolin-2-yl)-1H-pyrazole-4-carboxylic acid). Reaction SMILES: [CH3:1][C:2]1[CH:30]=[CH:29][CH:28]=[C:27]([CH3:31])[C:3]=1[CH2:4][NH:5][C:6]1[CH:7]=[C:8]2[C:13](=[CH:14][CH:15]=1)[N:12]=[C:11]([N:16]1[CH:20]=[C:19]([C:21]([O:23]CC)=[O:22])[CH:18]=[N:17]1)[NH:10][C:9]2=O.[CH2:32]([NH:34][CH2:35][CH3:36])[CH3:33]>>[CH3:31][C:27]1[CH:28]=[CH:29][CH:30]=[C:2]([CH3:1])[C:3]=1[CH2:4][NH:5][C:6]1[CH:7]=[C:8]2[C:13](=[CH:14][CH:15]=1)[N:12]=[C:11]([N:16]1[CH:20]=[C:19]([C:21]([OH:23])=[O:22])[CH:18]=[N:17]1)[N:10]=[C:9]2[N:34]([CH2:35][CH3:36])[CH2:32][CH3:33]. Procedure details: The above compound may be made analogous to Example 1 using ethyl 1-(6-((2,6-dimethylbenzyl)amino)-4-oxo-3,4-dihydroquinazolin-2-yl)-1H-pyrazole-4-carboxylate in step D and diethylamine in step E. MS (ESI/CI): predicted mass C25H28N6O2, 444.2.